This data is from the Open Reaction Database (ORD), a public repository of structured organic reaction records. The task is: describe an organic reaction: reactants, conditions, products, and yield Reactants: CN1N=C(C(=C1O)C1=C(C=C(C=C1F)F)F)C (1,3-Dimethyl-4-(2,4,6-trifluorophenyl)-1H-pyrazol-5-ol), C([O-])([O-])=O.[K+].[K+] (potassium carbonate), CN1N=C(C(=C1O)C1=C(C=C(C=C1F)F)F)C (1,3-Dimethyl-4-(2,4,6-trifluorophenyl)-1H-pyrazol-5-ol), FC=1C=C(C=C(C1F)F)[N+](=O)[O-] (3,4,5-trifluoronitrobenzene). Solvent: CN(C=O)C (N,N-dimethylformamide), O (water). Conditions: temperature 80 celsius. Product: FC1=C(OC2=C(C(=NN2C)C)C2=C(C=C(C=C2F)F)F)C(=CC(=C1)[N+](=O)[O-])F (5-(2,6-Difluoro-4-nitrophenoxy)-1,3-dimethyl-4-(2,4,6-trifluorophenyl)-1H-pyrazole). RXN SMILES: [CH3:1][N:2]1[C:6]([OH:7])=[C:5]([C:8]2[C:13]([F:14])=[CH:12][C:11]([F:15])=[CH:10][C:9]=2[F:16])[C:4]([CH3:17])=[N:3]1.[F:18][C:19]1[CH:20]=[C:21]([N+:27]([O-:29])=[O:28])[CH:22]=[C:23]([F:26])[C:24]=1F.C(=O)([O-])[O-].[K+].[K+]>CN(C)C=O.O>[F:18][C:19]1[CH:20]=[C:21]([N+:27]([O-:29])=[O:28])[CH:22]=[C:23]([F:26])[C:24]=1[O:7][C:6]1[N:2]([CH3:1])[N:3]=[C:4]([CH3:17])[C:5]=1[C:8]1[C:13]([F:14])=[CH:12][C:11]([F:15])=[CH:10][C:9]=1[F:16] |f:2.3.4|. Procedure: 1,3-Dimethyl-4-(2,4,6-trifluorophenyl)-1H-pyrazol-5-ol (i.e. the product of Step C) (0.310 g, 1.28 mmol), was combined with 3,4,5-trifluoronitrobenzene (157 μL, 1.35 mmol) and potassium carbonate powder (0.27 g, 2 mmol) in dry N,N-dimethylformamide (4 mL). This mixture was stirred and heated at 80° C. for 45 minutes and then allowed to cool. The reaction mixture was diluted with water (10 mL) and extracted with ethyl acetate (2×10 mL). The organic phase was washed with water and with brine, drie... Starting materials: C1(CC1)NC1CCN(CC1)C1=NC(=NO1)C(C)C (cyclopropyl-[1-(3-isopropyl-[1,2,4]oxadiazol-5-yl)-piperidin-4-yl]-amine), FC=1C=C(C(=O)O)C=CC1N1N=CN=C1C (3-fluoro-4-(5-methyl-[1,2,4]triazol-1-yl)-benzoic acid). Product: C1(CC1)N(C(C1=CC(=C(C=C1)N1N=CN=C1C)F)=O)C1CCN(CC1)C1=NC(=NO1)C(C)C (N-Cyclopropyl-3-fluoro-N-[1-(3-isopropyl-[1,2,4]oxadiazol-5-yl)-piperidin-4-yl]-4-(5-methyl-[1,2,4]triazol-1-yl)-benzamide). RXN SMILES: [CH:1]1([NH:4][CH:5]2[CH2:10][CH2:9][N:8]([C:11]3[O:15][N:14]=[C:13]([CH:16]([CH3:18])[CH3:17])[N:12]=3)[CH2:7][CH2:6]2)[CH2:3][CH2:2]1.[F:19][C:20]1[CH:21]=[C:22]([CH:26]=[CH:27][C:28]=1[N:29]1[C:33]([CH3:34])=[N:32][CH:31]=[N:30]1)[C:23](O)=[O:24]>>[CH:1]1([N:4]([CH:5]2[CH2:10][CH2:9][N:8]([C:11]3[O:15][N:14]=[C:13]([CH:16]([CH3:18])[CH3:17])[N:12]=3)[CH2:7][CH2:6]2)[C:23](=[O:24])[C:22]2[CH:26]=[CH:27][C:28]([N:29]3[C:33]([CH3:34])=[N:32][CH:31]=[N:30]3)=[C:20]([F:19])[CH:21]=2)[CH2:2][CH2:3]1. Procedure details: The title compound is prepared from cyclopropyl-[1-(3-isopropyl-[1,2,4]oxadiazol-5-yl)-piperidin-4-yl]-amine and 3-fluoro-4-(5-methyl-[1,2,4]triazol-1-yl)-benzoic acid following a procedure analogous to that described in Example 90. LC (method 19): tR=3.84 min; Mass spectrum (ESI+): m/z=454 [M+H]+.